This data is from the Open Reaction Database (ORD), a public repository of structured organic reaction records. The task is: describe an organic reaction: reactants, conditions, products, and yield Starting materials: CCCCOc1ccc2c(c1)CCc1cc(OCCOCCOC(C)=O)ccc1C1=C2C12OCC(C)(C)CO2, CO, [Na+], [OH-]. Yields the product CCCCOc1ccc2c(c1)CCc1cc(OCCOCCO)ccc1C1=C2C12OCC(C)(C)CO2. As a reaction SMILES: [C:3](=[O:4])([CH3:5])[O:6][CH2:7][CH2:8][O:9][CH2:10][CH2:11][O:12][c:13]1[cH:14][cH:15][c:16]2[c:17]([cH:41]1)[CH2:18][CH2:19][c:20]1[c:21]([cH:32][cH:33][c:34]([O:36][CH2:37][CH2:38][CH2:39][CH3:40])[cH:35]1)[C:22]1=[C:23]2[C:24]12[O:25][CH2:26][C:27]([CH3:30])([CH3:31])[CH2:28][O:29]2.[CH3:42][OH:43].[Na+:2].[OH-:1]>>[OH:6][CH2:7][CH2:8][O:9][CH2:10][CH2:11][O:12][c:13]1[cH:14][cH:15][c:16]2[c:17]([cH:41]1)[CH2:18][CH2:19][c:20]1[c:21]([cH:32][cH:33][c:34]([O:36][CH2:37][CH2:38][CH2:39][CH3:40])[cH:35]1)[C:22]1=[C:23]2[C:24]12[O:25][CH2:26][C:27]([CH3:30])([CH3:31])[CH2:28][O:29]2. The reactants are CC1(C)C(=O)N(Br)C(=O)N1Br, CC(=O)O, O=C(c1cccc(C(F)(F)F)c1)C(F)(F)F, O=S(=O)(O)O. Product: O=C(c1cc(Br)cc(C(F)(F)F)c1)C(F)(F)F. Reaction SMILES: [Br:17][N:18]1[C:19]([CH3:20])([CH3:21])[C:22](=[O:23])[N:24]([Br:25])[C:26]1=[O:27].[CH3:28][C:29](=[O:30])[OH:31].[F:1][C:2]([C:3](=[O:4])[c:5]1[cH:6][c:7]([C:11]([F:12])([F:13])[F:14])[cH:8][cH:9][cH:10]1)([F:15])[F:16].[S:32](=[O:33])(=[O:34])([OH:35])[OH:36]>>[F:1][C:2]([C:3](=[O:4])[c:5]1[cH:6][c:7]([C:11]([F:12])([F:13])[F:14])[cH:8][c:9]([Br:17])[cH:10]1)([F:15])[F:16]. The reactants are CCOC(=O)C(C)(C)Br, NNC(=O)OCc1ccccc1, CN(C)C=O, O, c1ccncc1. Product: CCOC(=O)C(C)(C)NNC(=O)OCc1ccccc1. Reaction SMILES: [Br:13][C:14]([C:15](=[O:16])[O:17][CH2:18][CH3:19])([CH3:20])[CH3:21].[C:1]([NH:2][NH2:3])(=[O:4])[O:5][CH2:6][c:7]1[cH:8][cH:9][cH:10][cH:11][cH:12]1.[O:29]=[CH:30][N:31]([CH3:32])[CH3:33].[OH2:28].[cH:22]1[cH:23][cH:24][n:25][cH:26][cH:27]1>>[C:1]([NH:2][NH:3][C:14]([C:15](=[O:16])[O:17][CH2:18][CH3:19])([CH3:20])[CH3:21])(=[O:4])[O:5][CH2:6][c:7]1[cH:8][cH:9][cH:10][cH:11][cH:12]1. Reactants: ClC=1C=C(C(=NC1)NN)F (5-Chloro-3-fluoro-2-hydrazinylpyridine), CCOC=CC(CC(=O)OCC)=O (ethyl (2-ethoxymethylene)-acetoacetate), Cl (hydrochloric acid), C(C)O (ethanol). Yields the product C(C)OC(=O)C=1C=NN(C1C)C1=NC=C(C=C1F)Cl (1-(5-chloro-3-fluoropyridin-2-yl)-5-methyl-1H-pyrazole-4-carboxylic acid ethyl ester). RXN SMILES: [Cl:1][C:2]1[CH:3]=[C:4]([F:10])[C:5]([NH:8][NH2:9])=[N:6][CH:7]=1.CCOC=[CH:15][C:16](=O)[CH2:17][C:18]([O:20][CH2:21][CH3:22])=[O:19].Cl.[CH2:25](O)C>>[CH2:21]([O:20][C:18]([C:17]1[CH:25]=[N:9][N:8]([C:5]2[C:4]([F:10])=[CH:3][C:2]([Cl:1])=[CH:7][N:6]=2)[C:16]=1[CH3:15])=[O:19])[CH3:22]. Reported procedure: 5-Chloro-3-fluoro-2-hydrazinylpyridine (5 g) and ethyl (2-ethoxymethylene)-acetoacetate (5.76 g) synthesized according to the method described in J. Chem. Soc. Perkin trans. I, p. 1875 (1988) were added to a mixed solvent of 1 N hydrochloric acid aqueous solution (150 ml) and ethanol (100 ml), and stirred under reflux. After completion of the reaction, the mixture was allowed to cool, and the organic solvent was evaporated in vacuo. Then, the mixture was extracted with ethyl acetate, the organic... The reactants are ClCC(C)=O (1-Chloropropan-2-one), NC(C(=O)OC)=S (methyl 2-amino-2-thioxoacetate), CCO (EtOH). Reaction conditions: temperature 80 celsius. Yields the product CC=1N=C(SC1)C(=O)OCC (Ethyl 4-methylthiazole-2-carboxylate). Isolated yield 33.8%. RXN SMILES: Cl[CH2:2][C:3](=O)[CH3:4].[NH2:6][C:7](=[S:12])[C:8]([O:10][CH3:11])=[O:9].[CH3:13]CO>>[CH3:2][C:3]1[N:6]=[C:7]([C:8]([O:10][CH2:11][CH3:13])=[O:9])[S:12][CH:4]=1. Procedure: 1-Chloropropan-2-one (0.334 mL, 4.20 mmol) and methyl 2-amino-2-thioxoacetate (500 mg, 4.20 mmol) was dissolved in EtOH. The reaction solution was heated to 80° C. for overnight, cooled to RT, concentrated and purified with a silica gel column by ISCO CombiFlash® chromatography eluting with 10%-35% EtOAc/Haptane to give the title compound as a yellowish oil (243 mg, 33.8%) as the ethyl ester. A methyl ester product was isolated as a yellow solid (104 mg, 15.8%).